From a dataset of the Open Reaction Database (ORD), a public repository of structured organic reaction records. describe an organic reaction: reactants, conditions, products, and yield Starting materials: BrC1=CC=C(S1)C(=O)O (5-bromothiophene-2-carboxylic acid), NC=1C=C(C(=O)OC)C=CC1C (methyl 3-amino-4-methylbenzoate). The product is BrC1=CC=C(S1)C(=O)NC=1C=C(C(=O)OC)C=CC1C (Methyl 3-(5-bromothiophene-2-carboxamido)-4-methylbenzoate). Yield: 88.0%. As a reaction SMILES: [Br:1][C:2]1[S:6][C:5]([C:7]([OH:9])=O)=[CH:4][CH:3]=1.[NH2:10][C:11]1[CH:12]=[C:13]([CH:18]=[CH:19][C:20]=1[CH3:21])[C:14]([O:16][CH3:17])=[O:15]>>[Br:1][C:2]1[S:6][C:5]([C:7]([NH:10][C:11]2[CH:12]=[C:13]([CH:18]=[CH:19][C:20]=2[CH3:21])[C:14]([O:16][CH3:17])=[O:15])=[O:9])=[CH:4][CH:3]=1. Procedure details: Compound a was prepared by coupling 5-bromothiophene-2-carboxylic acid with commercially available methyl 3-amino-4-methylbenzoate using the method described in Example 128 to afford a white solid in 88% yield. HPLC Ret time=3.25 min. LCMS [M+H]+ 355.2. Starting materials: C(C)OC([C@@H](C[C@@H](CC1=CC=C(C=C1)C1=CC=CC=C1)NC(=O)C=1SC(=CC1)C(N)=O)C)=O ((2R,4S)-5-biphenyl-4-yl-4-[(5-carbamoyl-thiophene-2-carbonyl)-amino]-2-methyl-pentanoic acid ethyl ester), [OH-].[Na+] (NaOH). The solvent is C(C)O (ethanol). Run at temperature 50 celsius, time 3.5 hour. Yields the product C1(=CC=C(C=C1)C[C@H](C[C@H](C(=O)O)C)NC(=O)C=1SC(=CC1)C(N)=O)C1=CC=CC=C1 ((2R,4S)-5-biphenyl-4-yl-4-[(5-carbamoyl-thiophene-2-carbonyl)-amino]-2-methyl-pentanoic acid). RXN SMILES: C([O:3][C:4](=[O:33])[C@H:5]([CH3:32])[CH2:6][C@H:7]([NH:21][C:22]([C:24]1[S:25][C:26]([C:29](=[O:31])[NH2:30])=[CH:27][CH:28]=1)=[O:23])[CH2:8][C:9]1[CH:14]=[CH:13][C:12]([C:15]2[CH:20]=[CH:19][CH:18]=[CH:17][CH:16]=2)=[CH:11][CH:10]=1)C.[OH-].[Na+]>C(O)C>[C:12]1([C:15]2[CH:16]=[CH:17][CH:18]=[CH:19][CH:20]=2)[CH:11]=[CH:10][C:9]([CH2:8][C@@H:7]([NH:21][C:22]([C:24]2[S:25][C:26]([C:29](=[O:31])[NH2:30])=[CH:27][CH:28]=2)=[O:23])[CH2:6][C@@H:5]([CH3:32])[C:4]([OH:33])=[O:3])=[CH:14][CH:13]=1 |f:1.2|. Procedure details: To a solution of 5-((1S,3R)-1-biphenyl-4-ylmethyl-3-ethoxycarbonyl-butylcarbamoyl)-thiophene-2-carboxylic acid (Example 26: 115 mg, 0.247 mmol) in THF (1 mL) at 0° C. is added diisopropylethylamine (63.8 mg, 0.494 mmol) followed by dropwise addition of a solution of isobutyl chloroformate (33.7 mg, 0.247 mmol) in THF (0.1 mL). The mixture is stirred at 0° C. for 30 minutes then ammonium hydroxide (0.3 mL of 14.8 M solution) is added. The mixture is allowed to warm to room temperature then aqueou... Starting materials: [BH4-], COc1cc2c(-c3cc4c(C=O)ccnc4n3S(=O)(=O)c3ccc(C)cc3)cn(C)c2cc1OC, CO, ClCCl, NC1CCCCC1, [Na+], [Na+], [Na+], O=S(=O)([O-])[O-]. Product: COc1cc2c(-c3cc4c(CNC5CCCCC5)ccnc4n3S(=O)(=O)c3ccc(C)cc3)cn(C)c2cc1OC. As a reaction SMILES: [BH4-:50].[CH3:1][O:2][c:3]1[cH:4][c:5]2[c:6](-[c:15]3[cH:16][c:17]4[c:18]([n:19][cH:20][cH:21][c:22]4[CH:23]=[O:24])[n:25]3[S:26](=[O:27])(=[O:28])[c:29]3[cH:30][cH:31][c:32]([CH3:35])[cH:33][cH:34]3)[cH:7][n:8]([CH3:14])[c:9]2[cH:10][c:11]1[O:12][CH3:13].[CH3:55][OH:56].[Cl:52][CH2:53][Cl:54].[NH2:43][CH:44]1[CH2:45][CH2:46][CH2:47][CH2:48][CH2:49]1.[Na+:36].[Na+:37].[Na+:51].[O-:38][S:39](=[O:40])(=[O:41])[O-:42]>>[CH3:1][O:2][c:3]1[cH:4][c:5]2[c:6](-[c:15]3[cH:16][c:17]4[c:18]([n:19][cH:20][cH:21][c:22]4[CH2:23][NH:43][CH:44]4[CH2:45][CH2:46][CH2:47][CH2:48][CH2:49]4)[n:25]3[S:26](=[O:27])(=[O:28])[c:29]3[cH:30][cH:31][c:32]([CH3:35])[cH:33][cH:34]3)[cH:7][n:8]([CH3:14])[c:9]2[cH:10][c:11]1[O:12][CH3:13]. Starting materials: ClCCl, OCC#Cc1ccc2c(cnn2C2CCCCO2)c1, O=[Mn]=O. Yields the product O=CC#Cc1ccc2c(cnn2C2CCCCO2)c1. As a reaction SMILES: [Cl:23][CH2:24][Cl:25].[O:1]1[CH:2]([n:7]2[n:8][cH:9][c:10]3[cH:11][c:12]([C:16]#[C:17][CH2:18][OH:19])[cH:13][cH:14][c:15]23)[CH2:3][CH2:4][CH2:5][CH2:6]1.[O:20]=[Mn:21]=[O:22]>>[O:1]1[CH:2]([n:7]2[n:8][cH:9][c:10]3[cH:11][c:12]([C:16]#[C:17][CH:18]=[O:19])[cH:13][cH:14][c:15]23)[CH2:3][CH2:4][CH2:5][CH2:6]1. Reactants: CC1=C(N=C(O1)C1=CC=CC=C1)COC1=C(C=C(C=CC=O)C=C1)C(F)(F)F (4-(5-methyl-2-phenyl-4-oxazolylmethoxy)-3-trifluoromethylcinnamaldehyde), S1C(NC(C1)=O)=O (2,4-thiazolidinedione). Product: CC1=C(N=C(O1)C1=CC=CC=C1)COC1=C(C=C(C=C1)CCCC1C(NC(S1)=O)=O)C(F)(F)F (5-[3-[4-(5-methyl-2-phenyl-4-oxazolylmethoxy)-3-trifluoromethylphenyl]propyl]-2,4-thiazolidinedione). Isolated yield 31.0%. RXN SMILES: [CH3:1][C:2]1[O:6][C:5]([C:7]2[CH:12]=[CH:11][CH:10]=[CH:9][CH:8]=2)=[N:4][C:3]=1[CH2:13][O:14][C:15]1[CH:24]=[CH:23][C:18]([CH:19]=[CH:20][CH:21]=O)=[CH:17][C:16]=1[C:25]([F:28])([F:27])[F:26].[S:29]1[CH2:33][C:32](=[O:34])[NH:31][C:30]1=[O:35]>>[CH3:1][C:2]1[O:6][C:5]([C:7]2[CH:12]=[CH:11][CH:10]=[CH:9][CH:8]=2)=[N:4][C:3]=1[CH2:13][O:14][C:15]1[CH:24]=[CH:23][C:18]([CH2:19][CH2:20][CH2:21][CH:33]2[S:29][C:30](=[O:35])[NH:31][C:32]2=[O:34])=[CH:17][C:16]=1[C:25]([F:28])([F:27])[F:26]. Reported procedure: According to the same manner as that described in Example 13, 4-(5-methyl-2-phenyl-4-oxazolylmethoxy)-3-trifluoromethylcinnamaldehyde was condensed with 2,4-thiazolidinedione, and the resulting product was subjected to catalytic hydrogenation to give 5-[3-[4-(5-methyl-2-phenyl-4-oxazolylmethoxy)-3-trifluoromethylphenyl]propyl]-2,4-thiazolidinedione (yield: 31%). This product was recrystallized from dichloromethane-methanol. Colorless prisms, mp: 154-155° C.